This data is from the Open Reaction Database (ORD), a public repository of structured organic reaction records. The task is: describe an organic reaction: reactants, conditions, products, and yield The product is C(C1=CC=CC=C1)N1C(=C(C2=CC(=CC=C12)C1=CC=C(C=C1)O)CC1=CC=CC=C1)C1=CC=CC=C1 (4-(1,3-Dibenzyl-2-phenyl-1H-indol-5-yl)-phenol), product. As a reaction SMILES: [CH2:1]([N:8]1[C:16]2[C:11](=[CH:12][C:13]([C:17]3[CH:22]=[CH:21][C:20]([O:23]C)=[CH:19][CH:18]=3)=[CH:14][CH:15]=2)[C:10]([CH2:25][C:26]2[CH:31]=[CH:30][CH:29]=[CH:28][CH:27]=2)=[C:9]1[C:32]1[CH:37]=[CH:36][CH:35]=[CH:34][CH:33]=1)[C:2]1[CH:7]=[CH:6][CH:5]=[CH:4][CH:3]=1.B(Br)(Br)Br>C(Cl)Cl>[CH2:1]([N:8]1[C:16]2[C:11](=[CH:12][C:13]([C:17]3[CH:22]=[CH:21][C:20]([OH:23])=[CH:19][CH:18]=3)=[CH:14][CH:15]=2)[C:10]([CH2:25][C:26]2[CH:27]=[CH:28][CH:29]=[CH:30][CH:31]=2)=[C:9]1[C:32]1[CH:37]=[CH:36][CH:35]=[CH:34][CH:33]=1)[C:2]1[CH:3]=[CH:4][CH:5]=[CH:6][CH:7]=1. Solvent: C(Cl)Cl (CH2Cl2). Starting materials: C(C1=CC=CC=C1)N1C(=C(C2=CC(=CC=C12)C1=CC=C(C=C1)OC)CC1=CC=CC=C1)C1=CC=CC=C1 (1,3-dibenzyl-5-(4-methoxy-phenyl)-2-phenyl-1H-indole), B(Br)(Br)Br (BBr3), solution. Procedure details: The desired product was prepared using a procedure similar to step 4 of example 3. Thus, 1,3-dibenzyl-5-(4-methoxy-phenyl)-2-phenyl-1H-indole (1.162 g, 2.423 mmol) was reacted with BBr3 (2.9 ml of a 1M solution in CH2Cl2) to give the product (1.105 g, 2.373 mmol, 98%) as a brown oil. 1H NMR (DMSO-d6) δ 4.05 (s, 2H), 5.33 (s, 2H), 6.79 (d, J=8.6 Hz, 2H), 6.87 (d, J=7.5 Hz, 2H), 7.08-7.23 (m, 8H), 7.30 (d, J=8.4 Hz, 1H), 7.35-7.40 (m, 5H), 7.42-7.49 (m, 3H), 7.52 (s, 1H), 9.36 (s, 1H); [ESI(+)], m... Yield: 97.9%. Starting materials: Cl.C1(CCCCC1)NC1=NC(=NC(=C1C)C)NCC1=NC=CC=C1 (N4-cyclohexyl-5,6-dimethyl-N2-(pyridin-2-ylmethyl)pyrimidine-2,4-diamine hydrochloride), N1=C(C=CC=C1)C(C)N ((1-pyridin-2-ylethyl)amine). Product: C1(CCCCC1)NC1=NC(=NC(=C1C)C)NC(C)C1=NC=CC=C1 (N4-cyclohexyl-5,6-dimethyl-N2-[1-(pyridin-2-yl)ethyl]pyrimidine-2,4-diamine). Reaction SMILES: Cl.[CH:2]1([NH:8][C:9]2[C:14]([CH3:15])=[C:13]([CH3:16])[N:12]=[C:11]([NH:17][CH2:18][C:19]3[CH:24]=[CH:23][CH:22]=[CH:21][N:20]=3)[N:10]=2)[CH2:7][CH2:6][CH2:5][CH2:4][CH2:3]1.N1C=CC=C[C:26]=1C(N)C>>[CH:2]1([NH:8][C:9]2[C:14]([CH3:15])=[C:13]([CH3:16])[N:12]=[C:11]([NH:17][CH:18]([C:19]3[CH:24]=[CH:23][CH:22]=[CH:21][N:20]=3)[CH3:26])[N:10]=2)[CH2:3][CH2:4][CH2:5][CH2:6][CH2:7]1 |f:0.1|. Procedure details: The titled compound was synthesized according to the procedure described for preparation of N4-cyclohexyl-5,6-dimethyl-N2-(pyridin-2-ylmethyl)pyrimidine-2,4-diamine (Example 1) using (1-pyridin-2-ylethyl)amine instead of (pyridin-2-ylmethyl)amine. The product was purified by column chromatography eluting with mixture of chloroform/ethanol/20% water solution of ammonia (200:10:1), and then the final product was washed with diethyl ether to afford the titled compound as a white solid. 1H NMR (300 ... Starting materials: CC#N, C=Cc1ccncc1, O=[N+]([O-])c1ccc(I)cc1, CC(=O)[O-], CC(=O)[O-], [Pd+2]. Reaction SMILES: [CH3:28][C:29]#[N:30].[CH:11](=[CH2:12])[c:13]1[cH:14][cH:15][n:16][cH:17][cH:18]1.[I:1][c:2]1[cH:3][cH:4][c:5]([N+:8](=[O:9])[O-:10])[cH:6][cH:7]1.[O-:20][C:21]([CH3:22])=[O:23].[O-:24][C:25]([CH3:26])=[O:27].[Pd+2:19]>>[c:2]1([CH:12]=[CH:11][c:13]2[cH:14][cH:15][n:16][cH:17][cH:18]2)[cH:3][cH:4][c:5]([N+:8](=[O:9])[O-:10])[cH:6][cH:7]1. The product is O=[N+]([O-])c1ccc(C=Cc2ccncc2)cc1. The reactants are [OH-].[NH4+] (ammonium hydroxide), C(=S)(Cl)Cl (thiophosgene), NC1C2SC(C(N2C1=O)C(=O)OC(C1=CC=CC=C1)C1=CC=CC=C1)(C)C (6-amino-3,3-dimethyl-7-oxo-4-thia-1-azabicyclo[3.2.0]heptane-2-carboxylic acid, diphenylmethyl ester), C(C)(=O)[O-].[NH4+] (ammonium acetate). Solvent: C(C)(=O)OCC (ethyl acetate), O (water). The product is NC(=S)NC1C2SC(C(N2C1=O)C(=O)OC(C1=CC=CC=C1)C1=CC=CC=C1)(C)C (6-[(Aminothioxomethyl)amino]-3,3-dimethyl-7-oxo-4-thia-1-azabicyclo[3.2.0]heptane-2-carboxylic acid, diphenylmethyl ester). Reaction SMILES: [C:1](Cl)(Cl)=[S:2].[NH2:5][CH:6]1[C:12](=[O:13])[N:11]2[CH:7]1[S:8][C:9]([CH3:31])([CH3:30])[CH:10]2[C:14]([O:16][CH:17]([C:24]1[CH:29]=[CH:28][CH:27]=[CH:26][CH:25]=1)[C:18]1[CH:23]=[CH:22][CH:21]=[CH:20][CH:19]=1)=[O:15].C([O-])(=O)C.[NH4+:36].[OH-].[NH4+]>C(OCC)(=O)C.O>[NH2:36][C:1]([NH:5][CH:6]1[C:12](=[O:13])[N:11]2[CH:7]1[S:8][C:9]([CH3:31])([CH3:30])[CH:10]2[C:14]([O:16][CH:17]([C:18]1[CH:23]=[CH:22][CH:21]=[CH:20][CH:19]=1)[C:24]1[CH:29]=[CH:28][CH:27]=[CH:26][CH:25]=1)=[O:15])=[S:2] |f:2.3,4.5|. Procedure details: A 0.9 ml portion of thiophosgene was added to a stirred mixture of 5.55 g of 6-amino-3,3-dimethyl-7-oxo-4-thia-1-azabicyclo[3.2.0]heptane-2-carboxylic acid, diphenylmethyl ester in 100 ml of ethyl acetate and 5.0 g of ammonium acetate in 50 ml of water. After stirring for 10-15 minutes concentrated ammonium hydroxide was added in increments over 5 hours. The layers were separated and the organic layer washed twice with brine, dried, evaporated to about 20 ml and chilled. The solid was collected,...